The task is: describe an organic reaction: reactants, conditions, products, and yield. This data is from the Open Reaction Database (ORD), a public repository of structured organic reaction records. Reactants: [BH4-], O=C([O-])O, CO, [Na+], [Na+], O=Cc1ccc(-c2cccnc2)o1. Product: OCc1ccc(-c2cccnc2)o1. RXN SMILES: [BH4-:14].[C:16](=[O:17])([OH:18])[O-:19].[CH3:21][OH:22].[Na+:15].[Na+:20].[n:1]1[cH:2][c:3](-[c:7]2[cH:8][cH:9][c:10]([CH:12]=[O:13])[o:11]2)[cH:4][cH:5][cH:6]1>>[n:1]1[cH:2][c:3](-[c:7]2[cH:8][cH:9][c:10]([CH2:12][OH:13])[o:11]2)[cH:4][cH:5][cH:6]1. The reactants are S1C(=CC2=C1SCC2)C(=O)OC (Methyl 4,5-dihydrothieno[2,3-b]thiophene-2-carboxylate), [OH-].[Na+] (sodium hydroxide). The solvent is C1CCOC1 (THF), O (water). Reaction conditions: time 8 hour. The product is S1C(=CC2=C1SCC2)C(=O)O (4,5-Dihydrothieno[2,3-b]thiophene-2-carboxylic acid). The yield is 87.0%. As a reaction SMILES: [S:1]1[C:5]2[S:6][CH2:7][CH2:8][C:4]=2[CH:3]=[C:2]1[C:9]([O:11]C)=[O:10].[OH-].[Na+]>C1COCC1.O>[S:1]1[C:5]2[S:6][CH2:7][CH2:8][C:4]=2[CH:3]=[C:2]1[C:9]([OH:11])=[O:10] |f:1.2|. Procedure details: Methyl 4,5-dihydrothieno[2,3-b]thiophene-2-carboxylate (9.5 g, 50 mmol) was dissolved in 200 mL THF followed by treatment with 100 mL of 20% sodium hydroxide and stirred overnight. THF was removed in vacuo to give a dark residue. The residue was taken up in water and extracted with ethyl acetate two times. The aqueous phase was then acidified to pH<1 with conc. HCl and extracted 3×200 mL ethyl acetate. The combined extracts were washed with: 1× water, 2× brine followed by drying over magnesium s... Starting materials: C1(=CC=CC=C1)CN1C(CCC1)C=1C=C(C=CC1)O (3-[1-phenylmethyl-2-pyrrolidinyl]phenol), CN=C=O (methyl isocyanate), C([O-])([O-])=O.[K+].[K+] (potassium carbonate). Run in O1CCCC1 (tetrahydrofuran). Run at time 1 hour. Product: CNC(OC1=CC(=CC=C1)C1N(CCC1)CC1=CC=CC=C1)=O (3-[1-Phenylmethyl-2-pyrrolidinyl]phenyl methylcarbamate). The yield is 70.0%. Reaction SMILES: [C:1]1([CH2:7][N:8]2[CH2:12][CH2:11][CH2:10][CH:9]2[C:13]2[CH:14]=[C:15]([OH:19])[CH:16]=[CH:17][CH:18]=2)[CH:6]=[CH:5][CH:4]=[CH:3][CH:2]=1.[CH3:20][N:21]=[C:22]=[O:23].C(=O)([O-])[O-].[K+].[K+]>O1CCCC1>[CH3:20][NH:21][C:22](=[O:23])[O:19][C:15]1[CH:16]=[CH:17][CH:18]=[C:13]([CH:9]2[CH2:10][CH2:11][CH2:12][N:8]2[CH2:7][C:1]2[CH:6]=[CH:5][CH:4]=[CH:3][CH:2]=2)[CH:14]=1 |f:2.3.4|. Procedure: To a solution of 3-[1-phenylmethyl-2-pyrrolidinyl]phenol (1.0 g) in dry tetrahydrofuran (50 ml) was added methyl isocyanate (0.24 ml) followed by milled potassium carbonate (0.7 g) at ambient temperature, under nitrogen. The reaction mixture was stirred for 1 hr, filtered through a pad of celite, and the filter cake was washed with ethyl acetate. The combined filtrates were concentrated. The residue was purified by flash column chromatography (silica gel, dichloromethane/0-10% ethyl acetate). Th... The product is COc1cc(OC(=O)C2CC(=S(=O)=O)c3ccccc3O2)ccc1C(=O)O. The reactants are C1CCOC1, [Li+], [OH-], O, O, COC(=O)c1ccc(OC(=O)C2CC(=S(=O)=O)c3ccccc3O2)cc1OC. As a reaction SMILES: [CH2:33]1[O:34][CH2:35][CH2:36][CH2:37]1.[Li+:31].[OH-:30].[OH2:29].[OH2:32].[S:1](=[O:2])(=[O:3])=[C:4]1[CH2:5][CH:6]([C:14](=[O:15])[O:16][c:17]2[cH:18][c:19]([O:27][CH3:28])[c:20]([C:21](=[O:22])[O:23][CH3:24])[cH:25][cH:26]2)[O:7][c:8]2[cH:9][cH:10][cH:11][cH:12][c:13]21>>[S:1](=[O:2])(=[O:3])=[C:4]1[CH2:5][CH:6]([C:14](=[O:15])[O:16][c:17]2[cH:18][c:19]([O:27][CH3:28])[c:20]([C:21](=[O:22])[OH:23])[cH:25][cH:26]2)[O:7][c:8]2[cH:9][cH:10][cH:11][cH:12][c:13]21. Reactants: O=C([O-])[O-], CC#N, Clc1nc2ncccc2s1, [K+], [K+], [Na+], [Na+], O=C([O-])[O-], OCCc1ccc(O)cc1. The product is OCCc1ccc(Oc2nc3ncccc3s2)cc1. RXN SMILES: [C:27](=[O:28])([O-:29])[O-:30].[CH3:33][C:34]#[N:35].[Cl:17][c:18]1[s:19][c:20]2[c:21]([n:22][cH:23][cH:24][cH:25]2)[n:26]1.[K+:11].[K+:12].[Na+:31].[Na+:32].[O-:13][C:14]([O-:15])=[O:16].[OH:1][c:2]1[cH:3][cH:4][c:5]([CH2:6][CH2:7][OH:8])[cH:9][cH:10]1>>[O:1]([c:2]1[cH:3][cH:4][c:5]([CH2:6][CH2:7][OH:8])[cH:9][cH:10]1)[c:18]1[s:19][c:20]2[c:21]([n:22][cH:23][cH:24][cH:25]2)[n:26]1.